Dataset: the Open Reaction Database (ORD), a public repository of structured organic reaction records. Task: describe an organic reaction: reactants, conditions, products, and yield Reactants: CC=1SC2=C(N1)C=CC=C2 (2-Methylbenzothiazole), C1(=CC=C(C=C1)S(=O)(=O)OCC)C (ethyl p-toluenesulfonate). The solvent is CC(=O)C (acetone). Conditions: temperature 150 celsius, time 10 minute. The product is C(C)[N+]1=C(SC2=C1C=CC=C2)C.CC=1C=CC(=CC1)S(=O)(=O)O (3-ethyl-2-methyl-benzothiazolium p-toluenesulfonate). RXN SMILES: [CH3:1][C:2]1[S:3][C:4]2[CH:10]=[CH:9][CH:8]=[CH:7][C:5]=2[N:6]=1.[C:11]1([CH3:23])[CH:16]=[CH:15][C:14]([S:17]([O:20]CC)(=[O:19])=[O:18])=[CH:13][CH:12]=1>CC(C)=O>[CH2:11]([N+:6]1[C:5]2[CH:7]=[CH:8][CH:9]=[CH:10][C:4]=2[S:3][C:2]=1[CH3:1])[CH3:12].[CH3:23][C:11]1[CH:16]=[CH:15][C:14]([S:17]([OH:20])(=[O:19])=[O:18])=[CH:13][CH:12]=1 |f:3.4|. Procedure details: 2-Methylbenzothiazole (300 pbw) and ethyl p-toluenesulfonate (440 pbw) are heated with stirring to 150° C., the temperature rising to about 200° C. due to the exothermic reaction. After 10 minutes, the mixture is poured into 2000 pbw of acetone, and the product that precipitates is removed by filtration with suction, washed with acetone and dried over phosphorous pentoxide. Starting materials: C1CCOC1, CO, Cc1oc(C2CCCCC2)nc1CC(=O)O. Product: Cc1oc(C2CCCCC2)nc1CCO. As a reaction SMILES: [CH2:17]1[O:18][CH2:19][CH2:20][CH2:21]1.[CH3:22][OH:23].[CH:1]1([c:7]2[o:8][c:9]([CH3:16])[c:10]([CH2:12][C:13](=[O:14])[OH:15])[n:11]2)[CH2:2][CH2:3][CH2:4][CH2:5][CH2:6]1>>[CH:1]1([c:7]2[o:8][c:9]([CH3:16])[c:10]([CH2:12][CH2:13][OH:14])[n:11]2)[CH2:2][CH2:3][CH2:4][CH2:5][CH2:6]1. Starting materials: ClC1=C(C(=C(C=C1F)F)Cl)C(C)OC=1C2=C(C=NC1[N+](=O)[O-])C(=CO2)C=2C=NN(C2)C2CCN(CC2)C(=O)OC(C)(C)C (tert-Butyl 4-(4-{7-[1-(2,6-dichloro-3,5-difluorophenyl)ethoxy]-6-nitrofuro[3,2-c]pyridin-3-yl}-1H-pyrazol-1-yl)piperidine-1-carboxylate), Cl (HCl). The reagents and catalysts are Cl (HCl), [Fe] (iron). Solvent: CCO (EtOH). Yields the product NC1=C(C2=C(C=N1)C(=CO2)C=2C=NN(C2)C2CCN(CC2)C(=O)OC(C)(C)C)OC(C)C2=C(C(=CC(=C2Cl)F)F)Cl (tert-Butyl 4-(4-{6-amino-7-[1-(2,6-dichloro-3,5-difluorophenyl)ethoxy]furo[3,2-c]pyridin-3-yl}-1H-pyrazol-1-yl)piperidine-1-carboxylate). As a reaction SMILES: [Cl:1][C:2]1[C:7]([F:8])=[CH:6][C:5]([F:9])=[C:4]([Cl:10])[C:3]=1[CH:11]([O:13][C:14]1[C:15]2[O:25][CH:24]=[C:23]([C:26]3[CH:27]=[N:28][N:29]([CH:31]4[CH2:36][CH2:35][N:34]([C:37]([O:39][C:40]([CH3:43])([CH3:42])[CH3:41])=[O:38])[CH2:33][CH2:32]4)[CH:30]=3)[C:16]=2[CH:17]=[N:18][C:19]=1[N+:20]([O-])=O)[CH3:12].Cl>Cl.[Fe].CCO>[NH2:20][C:19]1[N:18]=[CH:17][C:16]2[C:23]([C:26]3[CH:27]=[N:28][N:29]([CH:31]4[CH2:36][CH2:35][N:34]([C:37]([O:39][C:40]([CH3:43])([CH3:41])[CH3:42])=[O:38])[CH2:33][CH2:32]4)[CH:30]=3)=[CH:24][O:25][C:15]=2[C:14]=1[O:13][CH:11]([C:3]1[C:2]([Cl:1])=[C:7]([F:8])[CH:6]=[C:5]([F:9])[C:4]=1[Cl:10])[CH3:12]. Reported procedure: Into a round bottom flask were added tert-Butyl 4-(4-{7-[1-(2,6-dichloro-3,5-difluorophenyl)ethoxy]-6-nitrofuro[3,2-c]pyridin-3-yl}-1H-pyrazol-1-yl)piperidine-1-carboxylate (220 mg, 0.34 mmol), iron (192 mg, 3.44 mmol), 2 drops of 0.1 M HCl and EtOH (7 mL), and the reaction mixture was refluxed for 30 min. 0.1 M HCl was added dropwise and reaction refluxed until consumption of SM was observed. Reaction was stopped and filtered through silica gel washing with 5% MeOH in DCM. Reaction mixture was ... The reactants are C(C)N (ethylamine), C(C)O (ethanol), C(C1=CC=NC=C1)(=O)OC (methyl isonicotinate). Run in O (water). Conditions: time 8 hour. Product: C(C)NC(C1=CC=NC=C1)=O (N-ethylisonicotinamide). As a reaction SMILES: C(O)C.[CH2:4]([NH2:6])[CH3:5].[C:7](OC)(=[O:14])[C:8]1[CH:13]=[CH:12][N:11]=[CH:10][CH:9]=1>O>[CH2:4]([NH:6][C:7](=[O:14])[C:8]1[CH:13]=[CH:12][N:11]=[CH:10][CH:9]=1)[CH3:5]. Procedure: A mixture of 200 ml of ethanol and 20 ml water was cooled in an ice bath and saturated with ethylamine for 0.5 hr. then 80 g of crude methyl isonicotinate was added with cooling. Ethylamine was again bubbled onto the reaction mixture for 10 min and then it was allowed to stand overnight at room temperature. It was then concentrated in vacuo to leave 82.82 g of a pale oil which became semisolid on cooling.